Dataset: the Open Reaction Database (ORD), a public repository of structured organic reaction records. Task: describe an organic reaction: reactants, conditions, products, and yield Reactants: ester, COC(C1=C(C=CC(=C1)C=1SC=C(N1)C1=CC(=C(C=C1)Cl)Cl)Br)=O (2-bromo-5-[4-(3,4-dichloro-phenyl)-thiazol-2-yl]-benzoic acid methyl ester), COC(C1=C(C=CC(=C1)C=1SC=C(N1)C1=CC(=C(C=C1)Cl)Cl)Br)=O (2-bromo-5-[4-(3,4-dichloro-phenyl)-thiazol-2-yl]-benzoic acid methyl ester), NC(=O)C1=C(C=CC=C1)B(O)O (2-aminocarbonylphenylboronic acid). The product is C(N)(=O)C1=C(C=CC=C1)C=1C(=CC(=CC1)C=1SC=C(N1)C1=CC(=C(C=C1)Cl)Cl)C(=O)O (2′-carbamoyl-4-[4-(3,4-dichloro-phenyl)-thiazol-2-yl]-biphenyl-2-carboxylic acid). Yield: 16.0%. As a reaction SMILES: C[O:2][C:3](=[O:24])[C:4]1[CH:9]=[C:8]([C:10]2[S:11][CH:12]=[C:13]([C:15]3[CH:20]=[CH:19][C:18]([Cl:21])=[C:17]([Cl:22])[CH:16]=3)[N:14]=2)[CH:7]=[CH:6][C:5]=1Br.[NH2:25][C:26]([C:28]1[CH:33]=[CH:32][CH:31]=[CH:30][C:29]=1B(O)O)=[O:27]>>[C:26]([C:28]1[CH:33]=[CH:32][CH:31]=[CH:30][C:29]=1[C:5]1[C:4]([C:3]([OH:2])=[O:24])=[CH:9][C:8]([C:10]2[S:11][CH:12]=[C:13]([C:15]3[CH:20]=[CH:19][C:18]([Cl:21])=[C:17]([Cl:22])[CH:16]=3)[N:14]=2)=[CH:7][CH:6]=1)(=[O:27])[NH2:25]. Procedure details: Using the conditions of General Procedure B for Suzuki Coupling and Hydrolysis in Parallel Mode, 2-bromo-5-[4-(3,4-dichloro-phenyl)-thiazol-2-yl]-benzoic acid methyl ester (which may be prepared as described for Intermediate 6; 89 mg, 0.2 mmol) was reacted with 2-aminocarbonylphenylboronic acid (available from Combi-Blocks Inc.; 66 mg, 0.4 mmol). The resulting ester was hydrolyzed and the acid was purified to give 2′-carbamoyl-4-[4-(3,4-dichloro-phenyl)-thiazol-2-yl]-biphenyl-2-carboxylic acid (... Reactants: C(C1=CC=CC=C1)N1CCC(CC1)(O)CNC(CCl)=O (N-((1-benzyl-4-hydroxypiperidin-4-yl)methyl)-2-chloroacetamide), CC(C)([O-])C.[K+] (potassium tert-butoxide). Run in O1CCCC1 (tetrahydrofuran). Conditions: time 40 minute. Yields the product C(C1=CC=CC=C1)N1CCC2(CNC(CO2)=O)CC1 (9-benzyl-1-oxa-4,9-diazaspiro[5.5]undecan-3-one). The yield is 62.1%. RXN SMILES: [CH2:1]([N:8]1[CH2:13][CH2:12][C:11]([CH2:15][NH:16][C:17](=[O:20])[CH2:18]Cl)([OH:14])[CH2:10][CH2:9]1)[C:2]1[CH:7]=[CH:6][CH:5]=[CH:4][CH:3]=1.CC(C)([O-])C.[K+]>O1CCCC1>[CH2:1]([N:8]1[CH2:13][CH2:12][C:11]2([O:14][CH2:18][C:17](=[O:20])[NH:16][CH2:15]2)[CH2:10][CH2:9]1)[C:2]1[CH:7]=[CH:6][CH:5]=[CH:4][CH:3]=1 |f:1.2|. Procedure details: To a mixture of compound 398 (41.9 g, 141 mmol) in tetrahydrofuran (300 mL) was added potassium tert-butoxide (31.8 g, 283 mmol), portionwise over 40 minutes. After 3.5 hours of stirring at room temperature, the reaction was concentrated in vacuo. The residue was diluted with DCM and water, and then neutralized with 3N HCl. The remaining solids were filtered off and the filtrate was concentrated to an oil. The residue was taken up in hot ethanol (100 mL). After allowing the solution to cool to ˜... Reactants: O=C1CCC(CC1)N1C(C2=CC=CC=C2C1=O)=O (2-(4-oxo-cyclohexyl)-isoindole-1,3-dione), N1CC(C1)NC(=O)CNC(C1=CC(=CC=C1)C(F)(F)F)=O (N-(azetidin-3-ylcarbamoylmethyl)-3-trifluoromethyl-benzamide). Product: O=C1N(C(C2=CC=CC=C12)=O)C1CCC(CC1)N1CC(C1)NC(=O)CNC(C1=CC(=CC=C1)C(F)(F)F)=O (N-({1-[4-(1,3-Dioxo-1,3-dihydro-isoindol-2-yl)-cyclohexyl]-azetidin-3-ylcarbamoyl}-methyl)-3-trifluoromethyl-benzamide). As a reaction SMILES: O=[C:2]1[CH2:7][CH2:6][CH:5]([N:8]2[C:16](=[O:17])[C:15]3[C:10](=[CH:11][CH:12]=[CH:13][CH:14]=3)[C:9]2=[O:18])[CH2:4][CH2:3]1.[NH:19]1[CH2:22][CH:21]([NH:23][C:24]([CH2:26][NH:27][C:28](=[O:39])[C:29]2[CH:34]=[CH:33][CH:32]=[C:31]([C:35]([F:38])([F:37])[F:36])[CH:30]=2)=[O:25])[CH2:20]1>>[O:18]=[C:9]1[C:10]2[C:15](=[CH:14][CH:13]=[CH:12][CH:11]=2)[C:16](=[O:17])[N:8]1[CH:5]1[CH2:6][CH2:7][CH:2]([N:19]2[CH2:22][CH:21]([NH:23][C:24]([CH2:26][NH:27][C:28](=[O:39])[C:29]3[CH:34]=[CH:33][CH:32]=[C:31]([C:35]([F:38])([F:36])[F:37])[CH:30]=3)=[O:25])[CH2:20]2)[CH2:3][CH2:4]1. Procedure details: The title compounds were prepared as white solids from the reductive amination of 2-(4-oxo-cyclohexyl)-isoindole-1,3-dione (as prepared in the previous step) and N-(azetidin-3-ylcarbamoylmethyl)-3-trifluoromethyl-benzamide (as prepared in Example 2 Step C) using the procedure described in Step D of Example 1. Reactants: CN1CCC(c2ccc(Nc3cc(Br)cn(C)c3=O)nc2)CC1, CC(=O)OCc1c(B2OC(C)(C)C(C)(C)O2)cccc1N1CCn2c(cc3c2CCCC3)C1=O, O=C([O-])[O-], COCCOC, ClCCl, [Na+], [Na+], c1ccc(P(c2ccccc2)(c2ccccc2)[Pd](P(c2ccccc2)(c2ccccc2)c2ccccc2)(P(c2ccccc2)(c2ccccc2)c2ccccc2)P(c2ccccc2)(c2ccccc2)c2ccccc2)cc1. The product is CC(=O)OCc1c(-c2cc(Nc3ccc(C4CCN(C)CC4)cn3)c(=O)n(C)c2)cccc1N1CCn2c(cc3c2CCCC3)C1=O. As a reaction SMILES: [Br:1][c:2]1[cH:3][c:4]([NH:10][c:11]2[n:12][cH:13][c:14]([CH:17]3[CH2:18][CH2:19][N:20]([CH3:23])[CH2:21][CH2:22]3)[cH:15][cH:16]2)[c:5](=[O:9])[n:6]([CH3:8])[cH:7]1.[C:24]([CH3:25])(=[O:26])[O:27][CH2:28][c:29]1[c:30]([N:44]2[C:45](=[O:57])[c:46]3[n:47]([c:48]4[c:53]([cH:54]3)[CH2:52][CH2:51][CH2:50][CH2:49]4)[CH2:55][CH2:56]2)[cH:31][cH:32][cH:33][c:34]1[B:35]1[O:36][C:37]([CH3:38])([CH3:39])[C:40]([CH3:41])([CH3:42])[O:43]1.[C:58](=[O:59])([O-:60])[O-:61].[CH3:64][O:65][CH2:66][CH2:67][O:68][CH3:69].[Cl:147][CH2:148][Cl:149].[Na+:62].[Na+:63].[cH:70]1[cH:71][cH:72][c:73]([P:74]([Pd:75]([P:76]([c:77]2[cH:78][cH:79][cH:80][cH:81][cH:82]2)([c:83]2[cH:84][cH:85][cH:86][cH:87][cH:88]2)[c:89]2[cH:90][cH:91][cH:92][cH:93][cH:94]2)([P:95]([c:96]2[cH:97][cH:98][cH:99][cH:100][cH:101]2)([c:102]2[cH:103][cH:104][cH:105][cH:106][cH:107]2)[c:108]2[cH:109][cH:110][cH:111][cH:112][cH:113]2)[P:114]([c:115]2[cH:116][cH:117][cH:118][cH:119][cH:120]2)([c:121]2[cH:122][cH:123][cH:124][cH:125][cH:126]2)[c:127]2[cH:128][cH:129][cH:130][cH:131][cH:132]2)([c:133]2[cH:134][cH:135][cH:136][cH:137][cH:138]2)[c:139]2[cH:140][cH:141][cH:142][cH:143][cH:144]2)[cH:145][cH:146]1>>[c:2]1(-[c:34]2[c:29]([CH2:28][O:27][C:24]([CH3:25])=[O:26])[c:30]([N:44]3[C:45](=[O:57])[c:46]4[n:47]([c:48]5[c:53]([cH:54]4)[CH2:52][CH2:51][CH2:50][CH2:49]5)[CH2:55][CH2:56]3)[cH:31][cH:32][cH:33]2)[cH:3][c:4]([NH:10][c:11]2[n:12][cH:13][c:14]([CH:17]3[CH2:18][CH2:19][N:20]([CH3:23])[CH2:21][CH2:22]3)[cH:15][cH:16]2)[c:5](=[O:9])[n:6]([CH3:8])[cH:7]1. Starting materials: CCCc1ccc(-c2ccc(N(CC(NC(=O)OC(C)(C)C)C(C)OC)C(=O)C3CC3c3cnccn3)cc2)cc1, ClCCl, ClCCl, O=C(O)C(F)(F)F. Product: CCCc1ccc(-c2ccc(N(CC(N)C(C)OC)C(=O)C3CC3c3cnccn3)cc2)cc1. As a reaction SMILES: [C:1]([O:2][C:3](=[O:4])[NH:7][CH:8]([CH:9]([CH3:10])[O:11][CH3:12])[CH2:13][N:14]([C:15](=[O:16])[CH:17]1[CH:18]([c:20]2[n:21][cH:22][cH:23][n:24][cH:25]2)[CH2:19]1)[c:26]1[cH:27][cH:28][c:29](-[c:32]2[cH:33][cH:34][c:35]([CH2:38][CH2:39][CH3:40])[cH:36][cH:37]2)[cH:30][cH:31]1)([CH3:5])([CH3:6])[CH3:41].[Cl:49][CH2:50][Cl:51].[Cl:52][CH2:53][Cl:54].[F:42][C:43]([F:44])([F:45])[C:46]([OH:47])=[O:48]>>[NH2:7][CH:8]([CH:9]([CH3:10])[O:11][CH3:12])[CH2:13][N:14]([C:15](=[O:16])[CH:17]1[CH:18]([c:20]2[n:21][cH:22][cH:23][n:24][cH:25]2)[CH2:19]1)[c:26]1[cH:27][cH:28][c:29](-[c:32]2[cH:33][cH:34][c:35]([CH2:38][CH2:39][CH3:40])[cH:36][cH:37]2)[cH:30][cH:31]1. Reaction SMILES: [CH2:27]([Cl:28])[Cl:29].[Ca+2:15].[Cl-:13].[Cl-:14].[OH:1][CH2:2][CH2:3][NH:4][CH2:5][c:6]1[c:7]([Cl:12])[cH:8][cH:9][cH:10][cH:11]1.[S:22](=[O:23])(=[O:24])([Cl:25])[Cl:26].[cH:16]1[cH:17][cH:18][n:19][cH:20][cH:21]1>>[O:1]1[CH2:2][CH2:3][N:4]([CH2:5][c:6]2[c:7]([Cl:12])[cH:8][cH:9][cH:10][cH:11]2)[S:22]1(=[O:23])=[O:24]. Product: O=S1(=O)OCCN1Cc1ccccc1Cl. Reactants: ClCCl, [Ca+2], [Cl-], [Cl-], OCCNCc1ccccc1Cl, O=S(=O)(Cl)Cl, c1ccncc1.